From a dataset of the Open Reaction Database (ORD), a public repository of structured organic reaction records. describe an organic reaction: reactants, conditions, products, and yield The reactants are O=[N+]([O-])c1cc(Br)ccc1Br, CCOC(C)=O, N#C[Cu]. Product: N#Cc1ccc(Br)cc1[N+](=O)[O-]. RXN SMILES: [Br:1][c:2]1[c:3]([N+:9](=[O:10])[O-:11])[cH:4][c:5]([Br:8])[cH:6][cH:7]1.[CH3:15][CH2:16][O:17][C:18]([CH3:19])=[O:20].[Cu:12][C:13]#[N:14]>>[c:2]1([C:13]#[N:14])[c:3]([N+:9](=[O:10])[O-:11])[cH:4][c:5]([Br:8])[cH:6][cH:7]1. The reactants are COC(=O)C(Cl)CSCC(=O)O, [N-]=[N+]=[N-], [Na+], O. Product: COC(=O)C(CSCC(=O)O)N=[N+]=[N-]. As a reaction SMILES: [CH3:1][O:2][C:3]([CH:4]([CH2:5][S:6][CH2:7][C:8](=[O:9])[OH:10])[Cl:11])=[O:12].[N-:14]=[N+:15]=[N-:16].[Na+:13].[OH2:17]>>[CH3:1][O:2][C:3]([CH:4]([CH2:5][S:6][CH2:7][C:8](=[O:9])[OH:10])[N:14]=[N+:15]=[N-:16])=[O:12]. Starting materials: CC(=O)c1ccc2ncnc(Nc3ccc(F)c(Cl)c3)c2c1, ClCCl, CCO, Cl. Yields the product O=C(CCl)c1ccc2ncnc(Nc3ccc(F)c(Cl)c3)c2c1. Reaction SMILES: [C:2]([CH3:3])(=[O:4])[c:5]1[cH:6][c:7]2[c:8]([NH:15][c:16]3[cH:17][c:18]([Cl:23])[c:19]([F:22])[cH:20][cH:21]3)[n:9][cH:10][n:11][c:12]2[cH:13][cH:14]1.[CH2:24]([Cl:25])[Cl:26].[CH3:27][CH2:28][OH:29].[Cl:1]>>[C:2]([CH2:3][Cl:25])(=[O:4])[c:5]1[cH:6][c:7]2[c:8]([NH:15][c:16]3[cH:17][c:18]([Cl:23])[c:19]([F:22])[cH:20][cH:21]3)[n:9][cH:10][n:11][c:12]2[cH:13][cH:14]1. Reactants: [OH-].[K+] (potassium hydroxide), C(C)O (ethanol), ClC1=CC=NC=C1 (4-chloropyridine), C(C)O (ethanol), NC=1C=C(C=CC1[N+](=O)[O-])O (3-amino-4-nitrophenol). Run in O (water), O (water). Run at temperature 50 celsius. Product: N1=CC=C(C=C1)OC=1C=CC(=C(N)C1)[N+](=O)[O-] (5-(4-pyridyloxy)-2-nitroaniline). RXN SMILES: [OH-].[K+].C(O)C.[NH2:6][C:7]1[CH:8]=[C:9]([OH:16])[CH:10]=[CH:11][C:12]=1[N+:13]([O-:15])=[O:14].Cl[C:18]1[CH:23]=[CH:22][N:21]=[CH:20][CH:19]=1>O>[N:21]1[CH:22]=[CH:23][C:18]([O:16][C:9]2[CH:10]=[CH:11][C:12]([N+:13]([O-:15])=[O:14])=[C:7]([CH:8]=2)[NH2:6])=[CH:19][CH:20]=1 |f:0.1|. Procedure details: A solution of 0.1 m. of potassium hydroxide in water is added to an ethanol (100 ml.)-water (175 ml.) mixture containing 15.4 g. (0.1 m.) of 3-amino-4-nitrophenol. The mixture is then heated to 50°C. at which point a solution of 0.1 m. of 4-chloropyridine in 75 ml. of ethanol is added dropwise over a 45 minute period. Then the mixture is heated at reflux for 18 hours, cooled and worked up to give a crystalline yellow solid, m.p. 170°-175°C. of 5-(4-pyridyloxy)-2-nitroaniline. Reactants: [OH-].[Na+] (sodium hydroxide), COC=1C=C(\C=C/2\C(N3[C@@H](CCC[C@@H]3CC2)C2=CC=C(C(=O)OC)C=C2)=O)C=CC1N1C=NC(=C1)C (methyl (E)-4-{(4S*,9aR*)-7-[3-methoxy-4-(4-methyl-1H-imidazol-1-yl)benzylidene]-6-oxooctahydroquinolizin-4-yl}benzoate), Cl (hydrochloric acid). Run in CO (methanol). Run at time 18 hour. Product: COC=1C=C(\C=C/2\C(N3[C@@H](CCC[C@@H]3CC2)C2=CC=C(C(=O)O)C=C2)=O)C=CC1N1C=NC(=C1)C ((E)-4-{(4S*,9aR*)-7-[3-methoxy-4-(4-methyl-1H-imidazol-1-yl)benzylidene]-6-oxooctahydroquinolizin-4-yl}benzoic acid). Isolated yield 99.1%. As a reaction SMILES: [OH-].[Na+].[CH3:3][O:4][C:5]1[CH:6]=[C:7]([CH:30]=[CH:31][C:32]=1[N:33]1[CH:37]=[C:36]([CH3:38])[N:35]=[CH:34]1)/[CH:8]=[C:9]1/[C:10](=[O:29])[N:11]2[C@@H:16]([CH2:17][CH2:18]/1)[CH2:15][CH2:14][CH2:13][C@H:12]2[C:19]1[CH:28]=[CH:27][C:22]([C:23]([O:25]C)=[O:24])=[CH:21][CH:20]=1.Cl>CO>[CH3:3][O:4][C:5]1[CH:6]=[C:7]([CH:30]=[CH:31][C:32]=1[N:33]1[CH:37]=[C:36]([CH3:38])[N:35]=[CH:34]1)/[CH:8]=[C:9]1/[C:10](=[O:29])[N:11]2[C@@H:16]([CH2:17][CH2:18]/1)[CH2:15][CH2:14][CH2:13][C@H:12]2[C:19]1[CH:28]=[CH:27][C:22]([C:23]([OH:25])=[O:24])=[CH:21][CH:20]=1 |f:0.1|. Reported procedure: A 2 N sodium hydroxide solution (1 mL) was added to a solution of methyl (E)-4-{(4S*,9aR*)-7-[3-methoxy-4-(4-methyl-1H-imidazol-1-yl)benzylidene]-6-oxooctahydroquinolizin-4-yl}benzoate (80 mg) in methanol (2 mL), and the reaction solution was stirred at room temperature for 18 hours. 2 N hydrochloric acid (1 mL) was added to the reaction solution, and the solution was concentrated under reduced pressure. The resulting residue was purified by silica gel column chromatography (elution solvent: chl... Starting materials: O=S(=O)(Cl)c1ccc(Br)s1, CC1CN(c2ccc(OCc3ccccc3)c(N)c2)CC(C)N1, ClCCl, c1ccncc1. Product: CC1CN(c2ccc(OCc3ccccc3)c(NS(=O)(=O)c3ccc(Br)s3)c2)CC(C)N1. Reaction SMILES: [Br:24][c:25]1[cH:26][cH:27][c:28]([S:30](=[O:31])(=[O:32])[Cl:33])[s:29]1.[CH3:1][CH:2]1[CH2:3][N:4]([c:9]2[cH:10][cH:11][c:12]([O:16][CH2:17][c:18]3[cH:19][cH:20][cH:21][cH:22][cH:23]3)[c:13]([NH2:14])[cH:15]2)[CH2:5][CH:6]([CH3:8])[NH:7]1.[Cl:34][CH2:35][Cl:36].[cH:37]1[cH:38][cH:39][n:40][cH:41][cH:42]1>>[CH3:1][CH:2]1[CH2:3][N:4]([c:9]2[cH:10][cH:11][c:12]([O:16][CH2:17][c:18]3[cH:19][cH:20][cH:21][cH:22][cH:23]3)[c:13]([NH:14][S:30]([c:28]3[cH:27][cH:26][c:25]([Br:24])[s:29]3)(=[O:31])=[O:32])[cH:15]2)[CH2:5][CH:6]([CH3:8])[NH:7]1.